From a dataset of the Open Reaction Database (ORD), a public repository of structured organic reaction records. describe an organic reaction: reactants, conditions, products, and yield Reactants: CO, Cl, O=C(O)C1COCCN1, O=S(Cl)Cl. Yields the product COC(=O)C1COCCN1. As a reaction SMILES: [CH3:15][OH:16].[ClH:1].[O:2]1[CH2:3][CH:4]([C:8](=[O:9])[OH:10])[NH:5][CH2:6][CH2:7]1.[S:11]([Cl:12])([Cl:13])=[O:14]>>[O:2]1[CH2:3][CH:4]([C:8](=[O:9])[O:10][CH3:15])[NH:5][CH2:6][CH2:7]1. Starting materials: Br, CCCC1CCC(c2ccc(OCC)c(F)c2F)CC1, CC(=O)O, Cc1ccccc1, O. Product: CCCC1CCC(c2ccc(O)c(F)c2F)CC1. RXN SMILES: [BrH:21].[CH2:1]([CH3:2])[O:3][c:4]1[c:5]([F:20])[c:6]([F:19])[c:7]([CH:10]2[CH2:11][CH2:12][CH:13]([CH2:16][CH2:17][CH3:18])[CH2:14][CH2:15]2)[cH:8][cH:9]1.[CH3:22][C:23](=[O:24])[OH:25].[CH3:27][c:28]1[cH:29][cH:30][cH:31][cH:32][cH:33]1.[OH2:26]>>[OH:3][c:4]1[c:5]([F:20])[c:6]([F:19])[c:7]([CH:10]2[CH2:11][CH2:12][CH:13]([CH2:16][CH2:17][CH3:18])[CH2:14][CH2:15]2)[cH:8][cH:9]1. As a reaction SMILES: [CH2:1]([CH3:2])[O:3][C:4](=[O:5])[c:6]1[c:7]([OH:18])[n:8][c:9](-[c:12]2[cH:13][n:14][cH:15][cH:16][cH:17]2)[n:10][cH:11]1.[K+:24].[K+:25].[O-:26][C:27]([O-:28])=[O:29].[O:30]=[CH:31][N:32]([CH3:33])[CH3:34].[OH2:23].[S:19]([Cl:20])([Cl:21])=[O:22]>>[CH2:1]([CH3:2])[O:3][C:4](=[O:5])[c:6]1[c:7]([Cl:21])[n:8][c:9](-[c:12]2[cH:13][n:14][cH:15][cH:16][cH:17]2)[n:10][cH:11]1. Yields the product CCOC(=O)c1cnc(-c2cccnc2)nc1Cl. Starting materials: CCOC(=O)c1cnc(-c2cccnc2)nc1O, [K+], [K+], O=C([O-])[O-], CN(C)C=O, O, O=S(Cl)Cl. Reactants: FC=1C=C(C=C(C1)F)CCCN=[N+]=[N-] (3-(3,5-Difluorophenyl)propylazide). Run in CO (methanol), CO (methanol). Product: FC=1C=C(C=C(C1)F)CCCN (3-(3,5-Difluorophenyl)propylamine). Yield: 96.2%. RXN SMILES: [F:1][C:2]1[CH:3]=[C:4]([CH2:9][CH2:10][CH2:11][N:12]=[N+]=[N-])[CH:5]=[C:6]([F:8])[CH:7]=1>CO>[F:1][C:2]1[CH:3]=[C:4]([CH2:9][CH2:10][CH2:11][NH2:12])[CH:5]=[C:6]([F:8])[CH:7]=1. Reported procedure: 3-(3,5-Difluorophenyl)propylazide (0.034 mol) in methanol (75 ml) was shaken with a slurry of methanol washed Raney nickel under 50 psi hydrogen for 2 hours. The reaction mixture was filtered and the filtrate concentrated to yield 5.6 g (96%) of an oily product. Starting materials: C(CCC)[Li] (n-butyllithium), C(=O)C1=CC(=NN1C(C)C)C(=O)OC (methyl 5-formyl-1-isopropyl-1H-pyrazole-3-carboxylate). The reagents and catalysts are [Br-].C[P+](C1=CC=CC=C1)(C1=CC=CC=C1)C1=CC=CC=C1 (methyltriphenylphosphonium bromide). Solvent: C1CCOC1 (THF), C1CCOC1 (THF). Conditions: temperature -78 celsius, time 50 minute. Yields the product C(C)(C)N1N=C(C=C1C=C)C(=O)OC (Methyl 1-isopropyl-5-vinyl-1H-pyrazole-3-carboxylate). The yield is 262.7%. RXN SMILES: [CH2:1]([Li])CCC.[CH:6]([C:8]1[N:12]([CH:13]([CH3:15])[CH3:14])[N:11]=[C:10]([C:16]([O:18][CH3:19])=[O:17])[CH:9]=1)=O>[Br-].C[P+](C1C=CC=CC=1)(C1C=CC=CC=1)C1C=CC=CC=1.C1COCC1>[CH:13]([N:12]1[C:8]([CH:6]=[CH2:1])=[CH:9][C:10]([C:16]([O:18][CH3:19])=[O:17])=[N:11]1)([CH3:15])[CH3:14] |f:2.3|. Procedure: A suspension of methyltriphenylphosphonium bromide (2.69 g, 7.52 mmol) in dry THF (40 mL) was cooled to −78° C. and n-butyllithium (1.6 M solution in hexane, 3.7 mL, 5.91 mmol) was added dropwise. The yellow-orange suspension was stirred at −78° C. for 50 min and then a solution of methyl 5-formyl-1-isopropyl-1H-pyrazole-3-carboxylate (prepared as described in WO 2011/020615, 1.05 g, 5.37 mmol) in dry THF (10 mL) was added dropwise. The mixture was stirred at −78° C. for 1.75 h, the cooling bath... Starting materials: C1CCOC1, CC(C)(C)[O-], CCOC(C)=O, [Cl-], Cn1cc(-c2ccc3c(Cl)nc4ccnc(Cl)c4c3c2)cn1, Nc1cccnc1, [NH4+], [Na+]. Yields the product Cn1cc(-c2ccc3c(Nc4cccnc4)nc4ccnc(Cl)c4c3c2)cn1. As a reaction SMILES: [CH2:38]1[O:39][CH2:40][CH2:41][CH2:42]1.[CH3:30][C:31]([CH3:32])([O-:33])[CH3:34].[CH3:43][CH2:44][O:45][C:46](=[O:47])[CH3:48].[Cl-:36].[Cl:1][c:2]1[c:3]2[c:4]3[c:5]([c:6]([Cl:12])[n:7][c:8]2[cH:9][cH:10][n:11]1)[cH:13][cH:14][c:15](-[c:17]1[cH:18][n:19][n:20]([CH3:22])[cH:21]1)[cH:16]3.[NH2:23][c:24]1[cH:25][n:26][cH:27][cH:28][cH:29]1.[NH4+:37].[Na+:35]>>[Cl:1][c:2]1[c:3]2[c:4]3[c:5]([c:6]([NH:23][c:24]4[cH:25][n:26][cH:27][cH:28][cH:29]4)[n:7][c:8]2[cH:9][cH:10][n:11]1)[cH:13][cH:14][c:15](-[c:17]1[cH:18][n:19][n:20]([CH3:22])[cH:21]1)[cH:16]3.